Task: describe an organic reaction: reactants, conditions, products, and yield. Dataset: the Open Reaction Database (ORD), a public repository of structured organic reaction records Starting materials: C(C)(=O)OC(C)=O (acetic anhydride), C(=O)O (formic acid), C(C1=CC=CC=C1)OC[C@H]1N(CCNC1)C1=CC(=C(C=N1)N(C(C(C)(C)C1=CC(=CC(=C1)C(F)(F)F)C(F)(F)F)=O)C)C1=C(C=C(C=C1)F)C ((S)-N-[6-(2-benzyloxymethyl-piperazin-1-yl)-4-(4-fluoro-2-methyl-phenyl)-pyridin-3-yl]-2-(3,5-bis-trifluoromethyl-phenyl)-N-methyl-isobutyramide), mixture. The solvent is C1CCOC1 (THF), C1CCOC1 (THF). Run at temperature 50 celsius. Product: C(C1=CC=CC=C1)OC[C@H]1N(CCN(C1)C=O)C1=CC(=C(C=N1)N(C(C(C)(C)C1=CC(=CC(=C1)C(F)(F)F)C(F)(F)F)=O)C)C1=C(C=C(C=C1)F)C ((S)-N-[6-(2-benzyloxymethyl-4-formyl-piperazin-1-yl)-4-(4-fluoro-2-methyl-phenyl)-pyridin-3-yl]-2-(3,5-bis-trifluoromethyl-phenyl)-N-methyl-isobutyramide). Isolated yield 107.5%. Reaction SMILES: [C:1](OC(=O)C)(=[O:3])C.C(O)=O.[CH2:11]([O:18][CH2:19][C@@H:20]1[CH2:25][NH:24][CH2:23][CH2:22][N:21]1[C:26]1[N:31]=[CH:30][C:29]([N:32]([CH3:52])[C:33](=[O:51])[C:34]([C:37]2[CH:42]=[C:41]([C:43]([F:46])([F:45])[F:44])[CH:40]=[C:39]([C:47]([F:50])([F:49])[F:48])[CH:38]=2)([CH3:36])[CH3:35])=[C:28]([C:53]2[CH:58]=[CH:57][C:56]([F:59])=[CH:55][C:54]=2[CH3:60])[CH:27]=1)[C:12]1[CH:17]=[CH:16][CH:15]=[CH:14][CH:13]=1>C1COCC1>[CH2:11]([O:18][CH2:19][C@@H:20]1[CH2:25][N:24]([CH:1]=[O:3])[CH2:23][CH2:22][N:21]1[C:26]1[N:31]=[CH:30][C:29]([N:32]([CH3:52])[C:33](=[O:51])[C:34]([C:37]2[CH:42]=[C:41]([C:43]([F:44])([F:45])[F:46])[CH:40]=[C:39]([C:47]([F:50])([F:49])[F:48])[CH:38]=2)([CH3:35])[CH3:36])=[C:28]([C:53]2[CH:58]=[CH:57][C:56]([F:59])=[CH:55][C:54]=2[CH3:60])[CH:27]=1)[C:12]1[CH:13]=[CH:14][CH:15]=[CH:16][CH:17]=1. Procedure: A mixture of 0.35 ml (3.7 mmol) acetic anhydride and 0.17 ml (4.6 mmol) formic acid was heated at 50° C. for 2 h. After cooling to room temperature a portion of 0.08 ml of this mixture was added to 0.5 ml THF. A solution of 0.10 g (0.14 mmol) (S)-N-[6-(2-benzyloxymethyl-piperazin-1-yl)-4-(4-fluoro-2-methyl-phenyl)-pyridin-3-yl]-2-(3,5-bis-trifluoromethyl-phenyl)-N-methyl-isobutyramide (Example 383a)) in 1 ml THF was added dropwise at 0° C. Conversion was monitored by thin layer chromatography. A... Reaction SMILES: [NH2:1][C:2]1[CH:3]=[C:4]([CH:22]=[CH:23][CH:24]=1)[O:5][C:6]1[CH:7]=[CH:8][C:9]2[N:13]=[C:12]([NH:14][C:15]([CH:17]3[CH2:19][CH2:18]3)=[O:16])[N:11]([CH3:20])[C:10]=2[CH:21]=1.[C:25]([C:27]1([C:30]2[CH:31]=[C:32]([CH:36]=[CH:37][CH:38]=2)[C:33](O)=[O:34])[CH2:29][CH2:28]1)#[N:26].Cl.C(N=C=NCCCN(C)C)C>CN(C)C1C=CN=CC=1.N1C=CC=CC=1>[C:25]([C:27]1([C:30]2[CH:31]=[C:32]([CH:36]=[CH:37][CH:38]=2)[C:33]([NH:1][C:2]2[CH:24]=[CH:23][CH:22]=[C:4]([O:5][C:6]3[CH:7]=[CH:8][C:9]4[N:13]=[C:12]([NH:14][C:15]([CH:17]5[CH2:19][CH2:18]5)=[O:16])[N:11]([CH3:20])[C:10]=4[CH:21]=3)[CH:3]=2)=[O:34])[CH2:28][CH2:29]1)#[N:26] |f:2.3|. The solvent is N1=CC=CC=C1 (pyridine). Procedure: Using N-[6-(3-aminophenoxy)-1-methyl-1H-benzimidazol-2-yl]cyclopropanecarboxamide (168 mg, 522 μmol) produced in Example C4(vi), 3-(1-cyanocyclopropyl)benzoic acid (303 mg, 1.62 mmol), pyridine (5 mL), 1-ethyl-3-(3-dimethylaminopropyl)carbodiimide hydrochloride (382 mg, 1.99 mmol) and N,N-dimethylpyridine-4-amine (39.1 mg, 320 μmol) as starting materials, and in the same manner as in Example C4(vii), the title compound (67.4 mg, 26%) was obtained as colorless crystals. The yield is 26.3%. Product: C(#N)C1(CC1)C=1C=C(C(=O)NC2=CC(=CC=C2)OC=2C=CC3=C(N(C(=N3)NC(=O)C3CC3)C)C2)C=CC1 (3-(1-cyanocyclopropyl)-N-[3-({2-[(cyclopropylcarbonyl)amino]-1-methyl-1H-benzimidazol-6-yl}oxy)phenyl]benzamide). The reagents and catalysts are CN(C1=CC=NC=C1)C (N,N-dimethylpyridine-4-amine). Starting materials: NC=1C=C(OC=2C=CC3=C(N(C(=N3)NC(=O)C3CC3)C)C2)C=CC1 (N-[6-(3-aminophenoxy)-1-methyl-1H-benzimidazol-2-yl]cyclopropanecarboxamide), C(#N)C1(CC1)C=1C=C(C(=O)O)C=CC1 (3-(1-cyanocyclopropyl)benzoic acid), Cl.C(C)N=C=NCCCN(C)C (1-ethyl-3-(3-dimethylaminopropyl)carbodiimide hydrochloride). Starting materials: COCNC(=O)C(CCO[Si](c1ccccc1)(c1ccccc1)C(C)(C)C)CC(=O)OC(C)(C)C, CC(C)C[Al+]CC(C)C, CC(=O)O, [H-], C1CCOC1. Yields the product CC(C)(C)OC(=O)CC(C=O)CCO[Si](c1ccccc1)(c1ccccc1)C(C)(C)C. As a reaction SMILES: [C:1]([CH3:2])([CH3:3])([CH3:4])[Si:5]([O:6][CH2:7][CH2:8][CH:9]([CH2:10][C:11](=[O:12])[O:13][C:14]([CH3:15])([CH3:16])[CH3:17])[C:18]([NH:19][CH2:20][O:21][CH3:22])=[O:23])([c:24]1[cH:25][cH:26][cH:27][cH:28][cH:29]1)[c:30]1[cH:31][cH:32][cH:33][cH:34][cH:35]1.[CH2:42]([Al+:43][CH2:44][CH:45]([CH3:46])[CH3:47])[CH:48]([CH3:49])[CH3:50].[CH3:51][C:52](=[O:53])[OH:54].[H-:41].[O:36]1[CH2:37][CH2:38][CH2:39][CH2:40]1>>[C:1]([CH3:2])([CH3:3])([CH3:4])[Si:5]([O:6][CH2:7][CH2:8][CH:9]([CH2:10][C:11](=[O:12])[O:13][C:14]([CH3:15])([CH3:16])[CH3:17])[CH:18]=[O:23])([c:24]1[cH:25][cH:26][cH:27][cH:28][cH:29]1)[c:30]1[cH:31][cH:32][cH:33][cH:34][cH:35]1. Run in ClCCl (dichloromethane). Product: CC(C=O)(C)OC1=CC=C(C=C1)S(=O)(=O)C (2-methyl-2-(4-methylsulphonylphenoxy)propanal). Starting materials: CC(C(=O)OCC)(C)OC1=CC=C(C=C1)SC (ethyl 2-methyl-2-(4-(methylthio)phenoxy)propionate), ClC1=CC(=CC=C1)C(=O)OO (m-chloroperbenzoic acid), CC(C)C[AlH]CC(C)C (DIBAL), CC(C(=O)OCC)(C)OC1=CC=C(C=C1)S(=O)(=O)C (ethyl 2-methyl-2-(4-methylsulphonylphenoxy)propionate). Procedure details: The necessary aldehyde was obtained by an analogous procedure to that described in connection with Example 19 starting from 4-(methylthio)phenol which was converted to ethyl 2-methyl-2-(4-(methylthio)phenoxy)propionate [oil, 20% yield; NMR: 1.25(3H,t J=7 Hz), 1.6(6H,s), 2.45(3H,s), 4.25(2H,q J=7 Hz), 6.75-7.2(4H,m)]. This ester was oxidised with m-chloroperbenzoic acid in dichloromethane at ambient temperature to give, after conventional work-up, ethyl 2-methyl-2-(4-methylsulphonylphenoxy)propio... As a reaction SMILES: CC(OC1C=CC(SC)=CC=1)(C)C(OCC)=O.ClC1C=CC=C(C(OO)=O)C=1.[CH3:29][C:30]([O:37][C:38]1[CH:43]=[CH:42][C:41]([S:44]([CH3:47])(=[O:46])=[O:45])=[CH:40][CH:39]=1)([CH3:36])[C:31](OCC)=[O:32].CC(C[AlH]CC(C)C)C>ClCCl>[CH3:36][C:30]([O:37][C:38]1[CH:43]=[CH:42][C:41]([S:44]([CH3:47])(=[O:46])=[O:45])=[CH:40][CH:39]=1)([CH3:29])[CH:31]=[O:32]. Isolated yield 66.0%. Reactants: ClC1=CC=C(C=C1)C(CCN(CCCCN)C)C1=NC=CC=C1 (N-[3-(4-chlorophenyl)-3-(2-pyridyl)propyl]-N-methyl-1,4-butanediamine), C(=O)(N1C=NC=C1)N1C=NC=C1 (1,1'-carbonyldiimidazole), N1(CCCCC1)CC=1C=C(OCCCN)C=CC1 (3-[3-(piperidinomethyl)phenoxy]propaneamine). The solvent is C(C)(=O)OCC.CO (ethyl acetate methanol). Product: ClC1=CC=C(C=C1)C(CCN(C)CCCCNC(=O)NCCCOC1=CC(=CC=C1)CN1CCCCC1)C1=NC=CC=C1 (N-[4-[N-[3-(4-chlorophenyl)-3-(2-pyridyl)propyl]-N-methylamino]butyl]-N'-[3-[3-(piperidinomethyl)phenoxy]propyl]urea). As a reaction SMILES: [Cl:1][C:2]1[CH:7]=[CH:6][C:5]([CH:8]([C:18]2[CH:23]=[CH:22][CH:21]=[CH:20][N:19]=2)[CH2:9][CH2:10][N:11]([CH3:17])[CH2:12][CH2:13][CH2:14][CH2:15][NH2:16])=[CH:4][CH:3]=1.[C:24](N1C=CN=C1)(N1C=CN=C1)=[O:25].[N:36]1([CH2:42][C:43]2[CH:44]=[C:45]([CH:51]=[CH:52][CH:53]=2)[O:46][CH2:47][CH2:48][CH2:49][NH2:50])[CH2:41][CH2:40][CH2:39][CH2:38][CH2:37]1>C(OCC)(=O)C.CO>[Cl:1][C:2]1[CH:3]=[CH:4][C:5]([CH:8]([C:18]2[CH:23]=[CH:22][CH:21]=[CH:20][N:19]=2)[CH2:9][CH2:10][N:11]([CH2:12][CH2:13][CH2:14][CH2:15][NH:16][C:24]([NH:50][CH2:49][CH2:48][CH2:47][O:46][C:45]2[CH:51]=[CH:52][CH:53]=[C:43]([CH2:42][N:36]3[CH2:41][CH2:40][CH2:39][CH2:38][CH2:37]3)[CH:44]=2)=[O:25])[CH3:17])=[CH:6][CH:7]=1 |f:3.4|. Reported procedure: Preparation is effected analogously to Example 63, using 0.7 g (2.1 mmol) of N-[3-(4-chlorophenyl)-3-(2-pyridyl)propyl]-N-methyl-1,4-butanediamine, an equimolar amount of 1,1'-carbonyldiimidazole and 0.7 g (2.8 mmol) of 3-[3-(piperidinomethyl)phenoxy]propaneamine as starting materials. Working up by chromatography (eluant: methylene chloride/methanol 95+5) analogously to Example 63 yields the purified title compound in the form of an oil; MS (+FAB method): m/z (rel. int.[%])=606 ([M+H]+, 4), 230...